From a dataset of the Open Reaction Database (ORD), a public repository of structured organic reaction records. describe an organic reaction: reactants, conditions, products, and yield Reactants: OP(O)OP(O)O.ClC(O)(C(CO)(CO)CO)Cl (Dichloro pentaerythritol diphosphite), C1(=CC=CC=C1)C (toluene). The solvent is C(C)N(CC)CC (triethyl amine). The product is OP(O)OP(O)O.OCC(CO)(CO)CO (pentaerythritol diphosphite). RXN SMILES: [OH:1][P:2]([O:4][P:5]([OH:7])[OH:6])[OH:3].Cl[C:9](Cl)([C:11]([CH2:16][OH:17])([CH2:14][OH:15])[CH2:12][OH:13])[OH:10].C1(C)C=CC=CC=1>C(N(CC)CC)C>[OH:1][P:2]([O:4][P:5]([OH:7])[OH:6])[OH:3].[OH:10][CH2:9][C:11]([CH2:16][OH:17])([CH2:14][OH:15])[CH2:12][OH:13] |f:0.1,4.5|. Procedure: Dichloro pentaerythritol diphosphite (1 mol) was reacted with 2.05 mol of ABITOL in toluene using 2.1 mol of triethyl amine as an acid acceptor. The very viscous liquid product, bis abietyl pentaerythritol diphosphite, was obtained after filtering the triethylamine hydrochloride and stripping the toluene.